Dataset: the Open Reaction Database (ORD), a public repository of structured organic reaction records. Task: describe an organic reaction: reactants, conditions, products, and yield Starting materials: CC(NC(=O)OC(C)(C)C)C1CCN(c2nc3c(cc2F)c(=O)c(C(=O)O)cn3C2CC2)C1, CCO, Cl. The product is CC(N)C1CCN(c2nc3c(cc2F)c(=O)c(C(=O)O)cn3C2CC2)C1. RXN SMILES: [C:1]([O:2][C:3](=[O:4])[NH:8][CH:9]([CH3:10])[CH:11]1[CH2:12][N:13]([c:16]2[c:17]([F:33])[cH:18][c:19]3[c:20](=[O:32])[c:21]([C:29](=[O:30])[OH:31])[cH:22][n:23]([CH:26]4[CH2:27][CH2:28]4)[c:24]3[n:25]2)[CH2:14][CH2:15]1)([CH3:5])([CH3:6])[CH3:7].[CH3:35][CH2:36][OH:37].[ClH:34]>>[NH2:8][CH:9]([CH3:10])[CH:11]1[CH2:12][N:13]([c:16]2[c:17]([F:33])[cH:18][c:19]3[c:20](=[O:32])[c:21]([C:29](=[O:30])[OH:31])[cH:22][n:23]([CH:26]4[CH2:27][CH2:28]4)[c:24]3[n:25]2)[CH2:14][CH2:15]1. The reactants are [BH4-], CO, Fc1ccccc1C1CNCc2cc(OCCCN3CCCCC3)ncc21, [Na+]. Product: CN1Cc2cc(OCCCN3CCCCC3)ncc2C(c2ccccc2F)C1. Reaction SMILES: [BH4-:28].[CH3:30][OH:31].[F:1][c:2]1[c:3]([CH:8]2[CH2:9][NH:10][CH2:11][c:12]3[cH:13][c:14]([O:18][CH2:19][CH2:20][CH2:21][N:22]4[CH2:23][CH2:24][CH2:25][CH2:26][CH2:27]4)[n:15][cH:16][c:17]32)[cH:4][cH:5][cH:6][cH:7]1.[Na+:29]>>[F:1][c:2]1[c:3]([CH:8]2[CH2:9][N:10]([CH3:30])[CH2:11][c:12]3[cH:13][c:14]([O:18][CH2:19][CH2:20][CH2:21][N:22]4[CH2:23][CH2:24][CH2:25][CH2:26][CH2:27]4)[n:15][cH:16][c:17]32)[cH:4][cH:5][cH:6][cH:7]1. Starting materials: CC=1C=C(C(=O)OC2=CC=C(C=C2)CCCCC)C=CC1[N+](=O)[O-] (4-pentylphenyl 3-methyl-4-nitrobenzoate). The reagents and catalysts are [Pd] (Pd/C). Run in C(C)(=O)OCC (ethyl acetate). Yields the product NC1=C(C=C(C(=O)OC2=CC=C(C=C2)CCCCC)C=C1)C (4-pentylphenyl 4-amino-3-methylbenzoate). Yield: 98.5%. Reaction SMILES: [CH3:1][C:2]1[CH:3]=[C:4]([CH:19]=[CH:20][C:21]=1[N+:22]([O-])=O)[C:5]([O:7][C:8]1[CH:13]=[CH:12][C:11]([CH2:14][CH2:15][CH2:16][CH2:17][CH3:18])=[CH:10][CH:9]=1)=[O:6]>C(OCC)(=O)C.[Pd]>[NH2:22][C:21]1[CH:20]=[CH:19][C:4]([C:5]([O:7][C:8]2[CH:13]=[CH:12][C:11]([CH2:14][CH2:15][CH2:16][CH2:17][CH3:18])=[CH:10][CH:9]=2)=[O:6])=[CH:3][C:2]=1[CH3:1]. Procedure: 16.2 g of 4-pentylphenyl 3-methyl-4-nitrobenzoate (49.5 mM) were dissolved in 250 ml of ethyl acetate and 1.5 g of Pd/C (10%) were added. This mixture was hydrogenated at normal pressure. When the theoretical amount of hydrogen was consumed, it was filtered through a pad of celite filter aid and evaporated to dryness to give 14.5 g (49.0 mM, 98%) of 4-pentylphenyl 4-amino-3-methylbenzoate as beige crystals. Starting materials: CO (Methanol), BrC=1C=CC(=NC1)OCC=1C(=NOC1C)C1=CC=CC=C1 (5-bromo-2-(5-methyl-3-phenyl-isoxazol-4-ylmethoxy)-pyridine), C(CCC)[Li] (n-butyl lithium), O1CC(C1)=O (3-oxetanone). The solvent is C1CCOC1 (THF). Conditions: time 10 minute. Product: CC1=C(C(=NO1)C1=CC=CC=C1)COC1=CC=C(C=N1)C1(COC1)O (3-[6-(5-Methyl-3-phenyl-isoxazol-4-ylmethoxy)-pyridin-3-yl]-oxetan-3-ol). The yield is 66.2%. Reaction SMILES: Br[C:2]1[CH:3]=[CH:4][C:5]([O:8][CH2:9][C:10]2[C:11]([C:16]3[CH:21]=[CH:20][CH:19]=[CH:18][CH:17]=3)=[N:12][O:13][C:14]=2[CH3:15])=[N:6][CH:7]=1.C([Li])CCC.[O:27]1[CH2:30][C:29](=[O:31])[CH2:28]1.CO>C1COCC1>[CH3:15][C:14]1[O:13][N:12]=[C:11]([C:16]2[CH:21]=[CH:20][CH:19]=[CH:18][CH:17]=2)[C:10]=1[CH2:9][O:8][C:5]1[N:6]=[CH:7][C:2]([C:29]2([OH:31])[CH2:30][O:27][CH2:28]2)=[CH:3][CH:4]=1. Procedure details: A solution of 5-bromo-2-(5-methyl-3-phenyl-isoxazol-4-ylmethoxy)-pyridine (100 mg, 0.29 mmol) THF (3 mL) was treated with n-butyl lithium (1.6 M in hexanes, 0.18 mL, 0.29 mmol) at −75° C. Then a solution of 3-oxetanone (22.0 mg, 0.29 mmol) in THF (1 mL) was added and the mixture was stirred for 10 min. Methanol was then added and the mixture was allowed to warm to room temperature. Purification by chromatography (SiO2, ethylacetate/heptane 2:8 to 1:1) afforded the title compound (65 mg, 66%) as ...